This data is from the Open Reaction Database (ORD), a public repository of structured organic reaction records. The task is: describe an organic reaction: reactants, conditions, products, and yield Starting materials: [OH-].[Na+] (sodium hydroxide), C(CCC)OC1=C(C=CC(=C1)\C=C(\C(=O)OCC)/CC)C1=CC(=CC=C1)N(C(=O)NCCCCCCC)C (ethyl 2-[1-[2-butoxy-3′-(3-heptyl-1-methylureido)biphenyl-4-yl]meth-(E)-ylidene]butyrate). The solvent is C(C)O (ethanol), O1CCCC1 (tetrahydrofuran). Reaction conditions: temperature 50 celsius. The product is C(CCC)OC1=C(C=CC(=C1)\C=C(\C(=O)O)/CC)C1=CC(=CC=C1)N(C(=O)NCCCCCCC)C (2-[1-[2-butoxy-3′-(3-heptyl-1-methylureido)biphenyl-4-yl]meth-(E)-ylidene]butyric acid). The yield is 64.1%. RXN SMILES: [OH-].[Na+].[CH2:3]([O:7][C:8]1[CH:13]=[C:12](/[CH:14]=[C:15](\[CH2:21][CH3:22])/[C:16]([O:18]CC)=[O:17])[CH:11]=[CH:10][C:9]=1[C:23]1[CH:28]=[CH:27][CH:26]=[C:25]([N:29]([CH3:40])[C:30]([NH:32][CH2:33][CH2:34][CH2:35][CH2:36][CH2:37][CH2:38][CH3:39])=[O:31])[CH:24]=1)[CH2:4][CH2:5][CH3:6]>C(O)C.O1CCCC1>[CH2:3]([O:7][C:8]1[CH:13]=[C:12](/[CH:14]=[C:15](\[CH2:21][CH3:22])/[C:16]([OH:18])=[O:17])[CH:11]=[CH:10][C:9]=1[C:23]1[CH:28]=[CH:27][CH:26]=[C:25]([N:29]([CH3:40])[C:30]([NH:32][CH2:33][CH2:34][CH2:35][CH2:36][CH2:37][CH2:38][CH3:39])=[O:31])[CH:24]=1)[CH2:4][CH2:5][CH3:6] |f:0.1|. Procedure: 40 mg (1 mmol) of sodium hydroxide are added to a solution of 531 mg (1 mmol) of ethyl 2-[1-[2-butoxy-3′-(3-heptyl-1-methylureido)biphenyl-4-yl]meth-(E)-ylidene]butyrate in 1 mL of ethanol and 10 mL of tetrahydrofuran. The reaction mixture is heated at 50° C. for 48 hours. The reaction medium is evaporated to dryness, taken up in water, acidified with aqueous 2 N hydrochloric acid solution and extracted with ethyl acetate. The organic phases are combined, washed with water and dried over magnesi... Procedure details: 100 mg of 6-[[2-(piperidin-1-yl)-1-phenyl-1H-benzimidazol-6-yl]oxy]hexanoic acid methyl ester was reacted with 3-methoxypropylamine according to general operating instructions 4. 47 mg was obtained. Yields the product COCCCNC(CCCCCOC=1C=CC2=C(N(C(=N2)N2CCCCC2)C2=CC=CC=C2)C1)=O (N-(3-Methoxypropyl)-6-[[2-(piperidin-1-yl)-1-phenyl-1H-benzimidazol-6-yl]oxy]hexanamide). RXN SMILES: CO[C:3](=[O:31])[CH2:4][CH2:5][CH2:6][CH2:7][CH2:8][O:9][C:10]1[CH:11]=[CH:12][C:13]2[N:17]=[C:16]([N:18]3[CH2:23][CH2:22][CH2:21][CH2:20][CH2:19]3)[N:15]([C:24]3[CH:29]=[CH:28][CH:27]=[CH:26][CH:25]=3)[C:14]=2[CH:30]=1.[CH3:32][O:33][CH2:34][CH2:35][CH2:36][NH2:37]>>[CH3:32][O:33][CH2:34][CH2:35][CH2:36][NH:37][C:3](=[O:31])[CH2:4][CH2:5][CH2:6][CH2:7][CH2:8][O:9][C:10]1[CH:11]=[CH:12][C:13]2[N:17]=[C:16]([N:18]3[CH2:23][CH2:22][CH2:21][CH2:20][CH2:19]3)[N:15]([C:24]3[CH:29]=[CH:28][CH:27]=[CH:26][CH:25]=3)[C:14]=2[CH:30]=1. The reactants are COC(CCCCCOC=1C=CC2=C(N(C(=N2)N2CCCCC2)C2=CC=CC=C2)C1)=O (6-[[2-(piperidin-1-yl)-1-phenyl-1H-benzimidazol-6-yl]oxy]hexanoic acid methyl ester), COCCCN (3-methoxypropylamine). Reactants: Cl (HCl), [BH4-].[Na+] (NaBH4), C1(=CC=CC=C1)C1C(=O)OC(CC1)=O (2-phenylglutaric anhydride), Schiff base, C(C1=CC=CC=C1)=O (benzaldehyde), CN (methylamine), above compound, B#B (diborane). The solvent is B(F)(F)F (BF3), COCCOCCOC (diglyme), COCCOCCOC (diglyme), C=1(C(=CC=CC1)C)C (xylene), O (water), C1CCOC1 (THF). Product: C1(=CC=CC=C1)C1N(CCCC1(CO)C1=CC=CC=C1)C (2,3-Diphenyl-3-hydroxymethyl-1-methyl piperidine). RXN SMILES: [C:1]1([CH:7]2[CH2:13][CH2:12][C:11](=O)[O:10][C:8]2=O)[CH:6]=[CH:5][CH:4]=[CH:3][CH:2]=1.[CH:15](=O)[C:16]1[CH:21]=[CH:20][CH:19]=[CH:18][CH:17]=1.[CH3:23][NH2:24].B#B.[BH4-].[Na+].Cl>C1(C)C(C)=CC=CC=1.C1COCC1.COCCOCCOC.B(F)(F)F.O>[C:16]1([CH:15]2[C:7]([C:1]3[CH:2]=[CH:3][CH:4]=[CH:5][CH:6]=3)([CH2:8][OH:10])[CH2:13][CH2:12][CH2:11][N:24]2[CH3:23])[CH:21]=[CH:20][CH:19]=[CH:18][CH:17]=1 |f:4.5|. Procedure details: 8.3 g (0.0436 mole) of 2-phenylglutaric anhydride and 5.2 g (0.0436 mole) of Schiff base, prepared from benzaldehyde and methylamine, are refluxed at 140° in 50 ml of xylene for 12 hr. After cooling the solid is collected and washed with xylene and ether: 7.6 g of 2,3-diphenyl-1-methyl-piperidin-6-one-3-carboxylic acid, mp 268°-72° (diastereomeric mixture). A solution of 7.3 g (0.0263 mole) of the above compound in 10 ml of THF is treated with diborane generated from 7.5 g of NaBH4 in 150 ml of ... Starting materials: ClC1=C(C=CC=C1)C(C(Cl)(Cl)Cl)(O)C1=C(C=CC=C1)Cl (1,1-bis(chlorophenyl)-2,2,2-trichloroethanol), ClC1=C(C=CC=C1)C(C(Cl)(Cl)Cl)C1=C(C=CC=C1)Cl (1,1-bis(chlorophenyl)-2,2,2-trichloroethane), C1=CC(=CC=C1C(C=2C=CC(=CC2)Cl)C(Cl)(Cl)Cl)Cl (DDT). The product is ClC1=C(C=CC=C1)C(=C(Cl)Cl)C1=C(C=CC=C1)Cl (1,1-bis(chlorophenyl)dichloroethylene). RXN SMILES: [Cl:1][C:2]1[CH:7]=[CH:6][CH:5]=[CH:4][C:3]=1[C:8]([C:14]1[CH:19]=[CH:18][CH:17]=[CH:16][C:15]=1[Cl:20])(O)[C:9](Cl)([Cl:11])[Cl:10].ClC1C=CC=CC=1C(C1C=CC=CC=1Cl)C(Cl)(Cl)Cl.C1C(C(C(Cl)(Cl)Cl)C2C=CC(Cl)=CC=2)=CC=C(Cl)C=1>>[Cl:1][C:2]1[CH:7]=[CH:6][CH:5]=[CH:4][C:3]=1[C:8]([C:14]1[CH:19]=[CH:18][CH:17]=[CH:16][C:15]=1[Cl:20])=[C:9]([Cl:10])[Cl:11]. Reported procedure: The present commercial process for manufacturing 1,1-bis(chlorophenyl)-2,2,2-trichloroethanol (dicofol) uses 1,1-bis(chlorophenyl)-2,2,2-trichloroethane (DDT) as the starting material. DDT is dehydrohalogenated with alkali to afford 1,1-bis(chlorophenyl)dichloroethylene, which is chlorinated to afford 1,1-bis(chlorophenyl)-1,2,2,2-tetrachloroethane.